Dataset: the Open Reaction Database (ORD), a public repository of structured organic reaction records. Task: describe an organic reaction: reactants, conditions, products, and yield Reaction SMILES: [C:1]1([CH2:7][O:8][C:9]2[CH:14]=[CH:13][CH:12]=[CH:11][C:10]=2[C:15]2[CH:19]=[CH:18][S:17][C:16]=2[C:20]2[CH:25]=[CH:24][C:23]([CH2:26][OH:27])=[CH:22][CH:21]=2)[CH:6]=[CH:5][CH:4]=[CH:3][CH:2]=1.[CH3:28][Mg+].[Br-]>C(Cl)Cl.CCOCC.O=[Mn]=O>[C:1]1([CH2:7][O:8][C:9]2[CH:14]=[CH:13][CH:12]=[CH:11][C:10]=2[C:15]2[CH:19]=[CH:18][S:17][C:16]=2[C:20]2[CH:21]=[CH:22][C:23]([CH:26]([OH:27])[CH3:28])=[CH:24][CH:25]=2)[CH:2]=[CH:3][CH:4]=[CH:5][CH:6]=1 |f:1.2|. Procedure details: To a solution of the alcohol of example 4 (200 mg, 0.536 mmol) in CH2Cl2 is added MnO2 (467 mg, 5.36 mmol) and the mixture is stirred overnight. The reaction is then filtred throught a plug of celite and the crude mixture diluted in ether (5.0 mL) and cooled at −78° C. MeMgBr was then added (3M in ether, 0.22 mL, 0.66 mmol) and the reaction was warmed to room temperature and stirred for 1 h. The mixture was quenched with saturated NH4Cl, diluted with Et2O and washed successively with HCl 10%, aq... Product: C1(=CC=CC=C1)COC1=C(C=CC=C1)C1=C(SC=C1)C1=CC=C(C=C1)C(C)O (1-(4-{3-[2-(phenylmethoxy)phenyl]-2-thienyl}phenyl)ethan-1-ol). Reaction conditions: temperature -78 celsius, time 8 hour. The reagents and catalysts are O=[Mn]=O (MnO2). Starting materials: crude mixture, C[Mg+].[Br-] (MeMgBr), C1(=CC=CC=C1)COC1=C(C=CC=C1)C1=C(SC=C1)C1=CC=C(C=C1)CO ((4-{3-[2-(phenylmethoxy)phenyl]-2-thienyl}phenyl)methan-1-ol). The solvent is CCOCC (ether), CCOCC (ether), C(Cl)Cl (CH2Cl2).